From a dataset of the Open Reaction Database (ORD), a public repository of structured organic reaction records. describe an organic reaction: reactants, conditions, products, and yield The reactants are C#CCCl, CN(C)C=O, [H-], [Na+], OCc1cccnc1. Yields the product C#CCOCc1cccnc1. RXN SMILES: [CH2:11]([C:12]#[CH:13])[Cl:14].[CH3:15][N:16]([CH3:17])[CH:18]=[O:19].[H-:9].[Na+:10].[n:1]1[cH:2][c:3]([CH2:7][OH:8])[cH:4][cH:5][cH:6]1>>[n:1]1[cH:2][c:3]([CH2:7][O:8][CH2:13][C:12]#[CH:11])[cH:4][cH:5][cH:6]1. Reactants: BrC=1C=C(C=NC1)N1CCOCC1 (4-(5-bromo-pyridin-3-yl)-morpholine), C(=O)([O-])[O-].[Na+].[Na+] (Na2CO3), O (water), CC1(OB(OC1(C)C)C=1C=C2CCCN(C2=NC1)C(=O)N)C (6-(4,4,5,5-tetramethyl-[1,3,2]dioxaborolan-2-yl)-3,4-dihydro-2H-[1,8]naphthyridine-1-carboxylic acid amide). The solvent is O1CCOCC1 (1,4-dioxane). Run at temperature 90 celsius. The product is O1CCN(CC1)C=1C=C(C=NC1)C=1C=C2CCCN(C2=NC1)C(=O)N (6-(5-morpholino-3-pyridyl)-3,4-dihydro-2H-1,8-naphthyridine-1-carboxamide). Reaction SMILES: CC1(C)C(C)(C)OB([C:9]2[CH:10]=[C:11]3[C:16](=[N:17][CH:18]=2)[N:15]([C:19]([NH2:21])=[O:20])[CH2:14][CH2:13][CH2:12]3)O1.Br[C:24]1[CH:25]=[C:26]([N:30]2[CH2:35][CH2:34][O:33][CH2:32][CH2:31]2)[CH:27]=[N:28][CH:29]=1.C([O-])([O-])=O.[Na+].[Na+].O>O1CCOCC1>[O:33]1[CH2:34][CH2:35][N:30]([C:26]2[CH:25]=[C:24]([C:9]3[CH:10]=[C:11]4[C:16](=[N:17][CH:18]=3)[N:15]([C:19]([NH2:21])=[O:20])[CH2:14][CH2:13][CH2:12]4)[CH:29]=[N:28][CH:27]=2)[CH2:31][CH2:32]1 |f:2.3.4|. Procedure: In a sealed tube which contains the crude 6-(4,4,5,5-tetramethyl-[1,3,2]dioxaborolan-2-yl)-3,4-dihydro-2H-[1,8]naphthyridine-1-carboxylic acid amide (generated according to the procedure for Step 3 of Example 16 in 5 ml 1,4-dioxane, 0.78 mmol) is added 4-(5-bromo-pyridin-3-yl)-morpholine (228 mg, 0.94 mmol), Na2CO3 (166 mg, 1.56 mmol) and water (1.0 ml). The mixture is bubbled with Argon for 5 min. Then PdCl2(DPPF) DCM complex (64 mg, 0.078 mmol) is added. The mixture is then bubbled with Argon ... The reactants are FC(OC=1C=C(N)C=CC1)(F)F (3-trifluoromethoxy-aniline), BrN1C(CCC1=O)=O (N-bromosuccinimide). The solvent is C1(=CC=CC=C1)C (toluene). Run at time 2 hour. Yields the product BrC1=C(C=C(N)C=C1)OC(F)(F)F (4-bromo-3-trifluoromethoxy-aniline), BrC1=C(N)C=C(C=C1)OC(F)(F)F (2-bromo-5-trifluoromethoxy-aniline). As a reaction SMILES: [F:1][C:2]([F:12])([F:11])[O:3][C:4]1[CH:5]=[C:6]([CH:8]=[CH:9][CH:10]=1)[NH2:7].[Br:13]N1C(=O)CCC1=O>C1(C)C=CC=CC=1>[Br:13][C:10]1[CH:9]=[CH:8][C:6]([NH2:7])=[CH:5][C:4]=1[O:3][C:2]([F:11])([F:12])[F:1].[Br:13][C:8]1[CH:9]=[CH:10][C:4]([O:3][C:2]([F:11])([F:12])[F:1])=[CH:5][C:6]=1[NH2:7]. Reported procedure: A solution of 3-trifluoromethoxy-aniline (1.77 g) in toluene (20 ml) was treated with N-bromosuccinimide (1.87 g) at ambient temperature and the reaction mixture was stirred for 2 hours at ambient temperature, quenched by addition of water and the mixture extracted with ethyl acetate (3×50 ml). The combined organic extracts were washed with aqueous sodium hydrogen carbonate (saturated), dried over sodium sulfate and then concentrated in vacuo. The residue was purified by chromatography on silica... The reactants are N12C[C@H](C(CC1)CC2)NCCN2C=NC1=C2C(=CC=C1)C(=O)OC ((S)-methyl 1-(2-(quinuclidin-3-ylamino)ethyl)-1H-benzo[d]imidazole-7-carboxylate), O.[OH-].[Li+] (lithium hydroxide monohydrate), O (water). Solvent: O1CCCC1 (tetrahydrofuran). Yields the product N12C[C@H](C(CC1)CC2)NCCN2C=NC1=C2C(=CC=C1)C(=O)[O-].[Li+] (lithium (S)-1-(2-(quinuclidin-3-ylamino)ethyl)-1H-benzo[d]imidazole-7-carboxylate). The yield is 89.2%. Reaction SMILES: [N:1]12[CH2:8][CH2:7][CH:4]([CH2:5][CH2:6]1)[C@H:3]([NH:9][CH2:10][CH2:11][N:12]1[C:16]3[C:17]([C:21]([O:23]C)=[O:22])=[CH:18][CH:19]=[CH:20][C:15]=3[N:14]=[CH:13]1)[CH2:2]2.O.[OH-].[Li+:27].O>O1CCCC1>[N:1]12[CH2:8][CH2:7][CH:4]([CH2:5][CH2:6]1)[C@H:3]([NH:9][CH2:10][CH2:11][N:12]1[C:16]3[C:17]([C:21]([O-:23])=[O:22])=[CH:18][CH:19]=[CH:20][C:15]=3[N:14]=[CH:13]1)[CH2:2]2.[Li+:27] |f:1.2.3,6.7|. Procedure: A mixture of (S)-methyl 1-(2-(quinuclidin-3-ylamino)ethyl)-1H-benzo[d]imidazole-7-carboxylate (0.2 g, 0.7 mmol) from Step F above, lithium hydroxide monohydrate (0.1 g, 2.1 mmol), water (5 mL), and tetrahydrofuran (5 mL) was heated at reflux for 5 h. The reaction solution was cooled to room temperature and concentrated under reduced pressure to give lithium (S)-1-(2-(quinuclidin-3-ylamino)ethyl)-1H-benzo[d]imidazole-7-carboxylate (0.2 g): MS (ESI+) m/z 315 (M+H). The reactants are N#Cc1ccc(Cl)cc1O, OC(CCCl)c1ccno1. The product is N#Cc1ccc(Cl)cc1OC(CCCl)c1ccno1. As a reaction SMILES: [Cl:11][c:12]1[cH:13][c:14]([OH:20])[c:15]([C:16]#[N:17])[cH:18][cH:19]1.[Cl:1][CH2:2][CH2:3][CH:4]([OH:5])[c:6]1[cH:7][cH:8][n:9][o:10]1>>[Cl:1][CH2:2][CH2:3][CH:4]([O:5][c:14]1[cH:13][c:12]([Cl:11])[cH:19][cH:18][c:15]1[C:16]#[N:17])[c:6]1[cH:7][cH:8][n:9][o:10]1. Reactants: ClC=1C=CC(=C(CN2C3=C(NCC2)N=CC(=C3)C3=CC=C(C(=O)O)C=C3)C1)C(F)(F)F (4-{1-[5-chloro-2-(trifluoromethyl)benzyl]-1,2,3,4-tetrahydropyrido[2,3-b]pyrazin-7-yl}benzoic acid), C1(CCCCC1)CN1CCNCC1 (1-(cyclohexylmethyl)piperazine). Reported procedure: 4-{1-[5-chloro-2-(trifluoromethyl)benzyl]-1,2,3,4-tetrahydropyrido[2,3-b]pyrazin-7-yl}benzoic acid was reacted with 1-(cyclohexylmethyl)piperazine as in General Procedure 10 to give the title compound. LCMS: m/z=611.96 (M+H+); retention time=0.64 minutes. RXN SMILES: [Cl:1][C:2]1[CH:3]=[CH:4][C:5]([C:28]([F:31])([F:30])[F:29])=[C:6]([CH:27]=1)[CH2:7][N:8]1[CH2:13][CH2:12][NH:11][C:10]2[N:14]=[CH:15][C:16]([C:18]3[CH:26]=[CH:25][C:21]([C:22](O)=[O:23])=[CH:20][CH:19]=3)=[CH:17][C:9]1=2.[CH:32]1([CH2:38][N:39]2[CH2:44][CH2:43][NH:42][CH2:41][CH2:40]2)[CH2:37][CH2:36][CH2:35][CH2:34][CH2:33]1>>[Cl:1][C:2]1[CH:3]=[CH:4][C:5]([C:28]([F:29])([F:31])[F:30])=[C:6]([CH:27]=1)[CH2:7][N:8]1[CH2:13][CH2:12][NH:11][C:10]2[N:14]=[CH:15][C:16]([C:18]3[CH:26]=[CH:25][C:21]([C:22]([N:42]4[CH2:43][CH2:44][N:39]([CH2:38][CH:32]5[CH2:33][CH2:34][CH2:35][CH2:36][CH2:37]5)[CH2:40][CH2:41]4)=[O:23])=[CH:20][CH:19]=3)=[CH:17][C:9]1=2. Product: ClC=1C=CC(=C(CN2C3=C(NCC2)N=CC(=C3)C3=CC=C(C=C3)C(=O)N3CCN(CC3)CC3CCCCC3)C1)C(F)(F)F ((4-{1-[5-Chloro-2-(trifluoromethyl)benzyl]-1,2,3,4-tetrahydropyrido[2,3-b]pyrazin-7-yl}phenyl)-[4-(cyclohexylmethyl)piperazin-1-yl]methanone). The reactants are N(=O)[O-].[Na+] (sodium nitrite), FC1=C(C(=CC=C1)F)C=1NNC(=NN1)C1=C(C=CC=C1F)F (3,6-bis(2,6-difluorophenyl)-1,2-dihydro-1,2,4,5-tetrazine). Run in C(C)(=O)O (acetic acid), O (water). Product: FC1=C(C(=CC=C1)F)C=1N=NC(=NN1)C1=C(C=CC=C1F)F (3,6-bis(2,6-Difluorophenyl)-1,2,4,5-tetrazine). The yield is 85.6%. As a reaction SMILES: N([O-])=O.[Na+].[F:5][C:6]1[CH:11]=[CH:10][CH:9]=[C:8]([F:12])[C:7]=1[C:13]1[NH:14][NH:15][C:16]([C:19]2[C:24]([F:25])=[CH:23][CH:22]=[CH:21][C:20]=2[F:26])=[N:17][N:18]=1>O.C(O)(=O)C>[F:12][C:8]1[CH:9]=[CH:10][CH:11]=[C:6]([F:5])[C:7]=1[C:13]1[N:18]=[N:17][C:16]([C:19]2[C:24]([F:25])=[CH:23][CH:22]=[CH:21][C:20]=2[F:26])=[N:15][N:14]=1 |f:0.1|. Procedure: A solution of 0.12 g of sodium nitrite in 1 ml of water is added dropwise to the suspension of 0.4 g of 3,6-bis(2,6-difluorophenyl)-1,2-dihydro-1,2,4,5-tetrazine [prepared in the preceding step c.)] in 2.5 ml of glacial acetic acid at room temperature while stirring. The progress of the reaction is followed by thin layer chromatography. After filtration the carmine crystals are washed with water until neutral to give 0.34 g of desired product. This crude product is recrystallized from a mixture ... The reactants are COC(CN1C(=C(C2=CC(=CC=C12)Cl)CC=1SC=CC1S(=O)(=O)C1=CC=CC=C1)C)=O ([3-(3-benzenesulfonylthiophen-2-ylmethyl)-5-chloro-2-methylindol-1-yl]acetic acid methyl ester), [OH-].[Li+] (lithium hydroxide), Cl (hydrochloric acid). The solvent is O1CCCC1 (tetrahydrofuran). Reaction conditions: time 1 hour. The product is C1(=CC=CC=C1)S(=O)(=O)C1=C(SC=C1)CC1=C(N(C2=CC=C(C=C12)Cl)CC(=O)O)C ([3-(3-benzenesulfonylthiophen-2-ylmethyl)-5-chloro-2-methylindol-1-yl]acetic acid). Yield: 85.5%. RXN SMILES: C[O:2][C:3](=[O:31])[CH2:4][N:5]1[C:13]2[C:8](=[CH:9][C:10]([Cl:14])=[CH:11][CH:12]=2)[C:7]([CH2:15][C:16]2[S:17][CH:18]=[CH:19][C:20]=2[S:21]([C:24]2[CH:29]=[CH:28][CH:27]=[CH:26][CH:25]=2)(=[O:23])=[O:22])=[C:6]1[CH3:30].[OH-].[Li+].Cl>O1CCCC1>[C:24]1([S:21]([C:20]2[CH:19]=[CH:18][S:17][C:16]=2[CH2:15][C:7]2[C:8]3[C:13](=[CH:12][CH:11]=[C:10]([Cl:14])[CH:9]=3)[N:5]([CH2:4][C:3]([OH:31])=[O:2])[C:6]=2[CH3:30])(=[O:23])=[O:22])[CH:29]=[CH:28][CH:27]=[CH:26][CH:25]=1 |f:1.2|. Reported procedure: A mixture of [3-(3-benzenesulfonylthiophen-2-ylmethyl)-5-chloro-2-methylindol-1-yl]acetic acid methyl ester (0.47 g), 1.0 M aqueous lithium hydroxide solution (2.0 mL) and tetrahydrofuran (2.0 mL) was stirred at room temperature for 1 hour. The mixture was acidified with 1.0 M aqueous hydrochloric acid solution and extracted with ethyl acetate. The combined organic extract was dried using a phase separation cartridge and concentrated under reduced pressure. The residue was purified by crystallis... Starting materials: Cc1cccc(C)c1NC(=S)NC(=O)NC(C)(C)C, Cl. Product: Cc1cccc(C)c1NC(=S)NC(N)=O. Reaction SMILES: [CH3:1][c:2]1[c:3]([NH:9][C:10](=[S:11])[NH:12][C:13]([NH:14][C:15]([CH3:16])([CH3:17])[CH3:18])=[O:19])[c:4]([CH3:8])[cH:5][cH:6][cH:7]1.[ClH:20]>>[CH3:1][c:2]1[c:3]([NH:9][C:10](=[S:11])[NH:12][C:13]([NH2:14])=[O:19])[c:4]([CH3:8])[cH:5][cH:6][cH:7]1.